From a dataset of the Open Reaction Database (ORD), a public repository of structured organic reaction records. describe an organic reaction: reactants, conditions, products, and yield Reactants: C[O-], CO, COc1cc2nc(N)c(Cl)nc2cc1OC, [Na+], C1CCOC1. The product is COc1cc2nc(N)c(OC)nc2cc1OC. Reaction SMILES: [CH3:17][O-:18].[CH3:25][OH:26].[NH2:1][c:2]1[n:3][c:4]2[cH:5][c:6]([O:15][CH3:16])[c:7]([O:13][CH3:14])[cH:8][c:9]2[n:10][c:11]1[Cl:12].[Na+:19].[O:20]1[CH2:21][CH2:22][CH2:23][CH2:24]1>>[NH2:1][c:2]1[n:3][c:4]2[cH:5][c:6]([O:15][CH3:16])[c:7]([O:13][CH3:14])[cH:8][c:9]2[n:10][c:11]1[O:18][CH3:17].